This data is from the Open Reaction Database (ORD), a public repository of structured organic reaction records. The task is: describe an organic reaction: reactants, conditions, products, and yield Starting materials: C[C@@H]1CC[C@H]([C@@H](C1)O)C(C)C (1-menthol), O[C@H](CC(=O)OC1(CCC(CC1)C(C)C)C)C ((3S)-1-menthyl 3-hydroxybutyrate), C[C@@H]1CC[C@H]([C@@H](C1)O)C(C)C (1-menthol). The product is C1(CC(C(CC1)C(C)C)O)C (Menthol). RXN SMILES: [CH3:1][C@H:2]1[CH2:7][C@@H:6]([OH:8])[C@H:5]([CH:9]([CH3:11])[CH3:10])[CH2:4][CH2:3]1.O[C@@H](C)CC(OC1(C)CCC(C(C)C)CC1)=O>>[CH:2]1([CH3:1])[CH2:3][CH2:4][CH:5]([CH:9]([CH3:10])[CH3:11])[CH:6]([OH:8])[CH2:7]1. Procedure: A sensate composition was prepared by mixing 1-menthol and the (3S)-1-menthyl 3-hydroxybutyrate obtained in Example 1 at a ratio of 95:5 (weight ratio). Oral sensory evaluation was carried out by preparing 1,000 ml of a 20 ppm aqueous solution of the thus obtained sensate composition, and the oral sensory evaluation was carried out also on a 20 ppm aqueous solution of 1-menthol alone as a comparison. Starting materials: CC1=CC=2N(C=C1)C=C(N2)C2=CC=1C(=NC(=CC1)N1CCN(CC1)C(=O)OC(C)(C)C)OC2=O (t-butyl 4-(3-(7-methylimidazo[1,2-a]pyridin-2-yl)-2-oxo-2H-pyrano[2,3-b]pyridin-7-yl)piperazine-1-carboxylate), Cl (HCl). The solvent is C(Cl)Cl (CH2Cl2), O1CCOCC1 (dioxane). Reaction conditions: time 16 hour. The product is Cl.CC1=CC=2N(C=C1)C=C(N2)C2=CC=1C(=NC(=CC1)N1CCNCC1)OC2=O (3-(7-methylimidazo[1,2-a]pyridin-2-yl)-7-(piperazin-1-yl)-2H-pyrano[2,3-b]pyridin-2-one hydrochloride). As a reaction SMILES: [CH3:1][C:2]1[CH:7]=[CH:6][N:5]2[CH:8]=[C:9]([C:11]3[C:33](=[O:34])[O:32][C:14]4=[N:15][C:16]([N:19]5[CH2:24][CH2:23][N:22](C(OC(C)(C)C)=O)[CH2:21][CH2:20]5)=[CH:17][CH:18]=[C:13]4[CH:12]=3)[N:10]=[C:4]2[CH:3]=1.[ClH:35]>C(Cl)Cl.O1CCOCC1>[ClH:35].[CH3:1][C:2]1[CH:7]=[CH:6][N:5]2[CH:8]=[C:9]([C:11]3[C:33](=[O:34])[O:32][C:14]4=[N:15][C:16]([N:19]5[CH2:20][CH2:21][NH:22][CH2:23][CH2:24]5)=[CH:17][CH:18]=[C:13]4[CH:12]=3)[N:10]=[C:4]2[CH:3]=1 |f:4.5|. Procedure: To a suspension of t-butyl 4-(3-(7-methylimidazo[1,2-a]pyridin-2-yl)-2-oxo-2H-pyrano[2,3-b]pyridin-7-yl)piperazine-1-carboxylate (112 mg, 0.24 mmol) in CH2Cl2 (3 mL) was added 4N HCl in dioxane (1.5 mL). The mixture was stirred for 16 hours, and filtered. The solid was washed with ether and dried under nitrogen. 3-(7-methylimidazo[1,2-a]pyridin-2-yl)-7-(piperazin-1-yl)-2H-pyrano[2,3-b]pyridin-2-one hydrochloride was obtained quantitatively and used in the next step without further purification. ... The reactants are CCOCC, CC(C)c1ccccc1N=C=S, NCCO. The product is CC(C)c1ccccc1N=C1NCCS1. As a reaction SMILES: [CH2:17]([O:18][CH2:19][CH3:20])[CH3:21].[CH:1]([CH3:2])([CH3:3])[c:4]1[c:5]([N:10]=[C:11]=[S:12])[cH:6][cH:7][cH:8][cH:9]1.[NH2:13][CH2:14][CH2:15][OH:16]>>[CH:1]([CH3:2])([CH3:3])[c:4]1[c:5]([N:10]=[C:11]2[S:12][CH2:15][CH2:14][NH:13]2)[cH:6][cH:7][cH:8][cH:9]1. The reactants are CC(=O)C (Acetone), NMR(CDCl3), CC1=C(C(=O)C2=C(C1=O)N3C[C@H]4[C@@H]([C@@]3([C@@H]2COC(=O)N)OC)N4)N (mitomycin C). Run in CO (MeOH). The product is CC1=C(C(=O)C2=C(C1=O)N3C[C@H]4[C@@H]([C@@]3([C@@H]2COC(=O)N)OC)N4)OC (Mitomycin A). As a reaction SMILES: C[C:2](C)=[O:3].[CH3:5][C:6]1[C:12](=[O:13])[C:11]2[N:14]3[C@@:18]([O:25][CH3:26])([C@H:19]([CH2:20][O:21][C:22]([NH2:24])=[O:23])[C:10]=2[C:8](=[O:9])[C:7]=1N)[C@H:17]1[NH:27][C@H:16]1[CH2:15]3>CO>[CH3:5][C:6]1[C:12](=[O:13])[C:11]2[N:14]3[C@@:18]([O:25][CH3:26])([C@H:19]([CH2:20][O:21][C:22]([NH2:24])=[O:23])[C:10]=2[C:8](=[O:9])[C:7]=1[O:3][CH3:2])[C@H:17]1[NH:27][C@H:16]1[CH2:15]3. Procedure: TLC (ETOAC:Acetone) one spot Rf =0.91; UV (MeOH) 216 and 358 mu NMR(CDCl3); appearance of singlet at 4.04 corresponding to the 7-methoxy group which is not present in the parent compound mitomycin C. The reactants are C1CCOC1, COB(OC)OC, CC(C)NC(C)C, CC(Cl)Cl, COB(OC)C(Cl)Cl, [Li]CCCC. Product: COB(OC)C(C)(Cl)Cl. RXN SMILES: [CH2:32]1[O:33][CH2:34][CH2:35][CH2:36]1.[CH3:5][O:6][B:7]([O:8][CH3:9])[O:10][CH3:11].[CH:12]([NH:13][CH:14]([CH3:15])[CH3:16])([CH3:17])[CH3:18].[Cl:1][CH:2]([CH3:3])[Cl:4].[Cl:24][CH:25]([B:26]([O:27][CH3:28])[O:29][CH3:30])[Cl:31].[Li:19][CH2:20][CH2:21][CH2:22][CH3:23]>>[Cl:1][C:2]([CH3:3])([Cl:4])[B:7]([O:6][CH3:5])[O:8][CH3:9].